Dataset: the Open Reaction Database (ORD), a public repository of structured organic reaction records. Task: describe an organic reaction: reactants, conditions, products, and yield Reactants: CC1=NC(=NN1)C1=NC(=NO1)C1=CC=C(C=C1)OC(F)(F)F (5-(5-methyl-1H-1,2,4-triazol-3-yl)-3-(4-(trifluoromethoxy)phenyl)-1,2,4-oxadiazole), C(=O)([O-])[O-].[Cs+].[Cs+] (Cs2CO3), ClC1=NC=CC(=C1)CCl (2-chloro-4-(chloromethyl)pyridine). Solvent: CN(C)C=O (DMF). Run at time 5 minute. Yields the product ClC1=NC=CC(=C1)CN1N=C(N=C1C)C1=NC(=NO1)C1=CC=C(C=C1)OC(F)(F)F (5-(1-((2-chloropyridin-4-yl)methyl)-5-methyl-1H-1,2,4-triazol-3-yl)-3-(4-(trifluoromethoxy)phenyl)-1,2,4-oxadiazole). The yield is 59.7%. RXN SMILES: [CH3:1][C:2]1[NH:6][N:5]=[C:4]([C:7]2[O:11][N:10]=[C:9]([C:12]3[CH:17]=[CH:16][C:15]([O:18][C:19]([F:22])([F:21])[F:20])=[CH:14][CH:13]=3)[N:8]=2)[N:3]=1.C([O-])([O-])=O.[Cs+].[Cs+].[Cl:29][C:30]1[CH:35]=[C:34]([CH2:36]Cl)[CH:33]=[CH:32][N:31]=1>CN(C=O)C>[Cl:29][C:30]1[CH:35]=[C:34]([CH2:36][N:6]2[C:2]([CH3:1])=[N:3][C:4]([C:7]3[O:11][N:10]=[C:9]([C:12]4[CH:13]=[CH:14][C:15]([O:18][C:19]([F:22])([F:20])[F:21])=[CH:16][CH:17]=4)[N:8]=3)=[N:5]2)[CH:33]=[CH:32][N:31]=1 |f:1.2.3|. Procedure: 5-(5-methyl-1H-1,2,4-triazol-3-yl)-3-(4-(trifluoromethoxy)phenyl)-1,2,4-oxadiazole (500 mg, 1.61 mmol) was placed in DMF (20 mL) and Cs2CO3 (627 mg, 1.93 mmol) was added. The reaction was stirred for 5 min and 2-chloro-4-(chloromethyl)pyridine (312 mg, 1.93 mmol) was added. The reaction was stirred at 45° C. overnight and was then partitioned between H2O (50 mL) and EtOAc (50 mL). The organic layer was separated, washed with H2O (2×50 mL) and brine (30 mL), dried over Na2SO4, filtered, and conce... Starting materials: C(C)(C)O (isopropanol), CC1=C(C=CC(C)=O)C=CC=C1 (2-methylbenzylideneacetone), C(C)OC(CC(N)=N)=O (amidinoacetic acid ethyl ester). The solvent is C(C)O (ethanol). Product: C(C)OC(=O)C1=C(NC(=CC1C1=C(C=CC=C1)C)C)N (2-amino-6-methyl-4-(2-methylphenyl)-1,4-dihydropyridine-3-carboxylic acid ethyl ester). Yield: 61.0%. Reaction SMILES: [CH3:1][C:2]1[CH:12]=[CH:11][CH:10]=[CH:9][C:3]=1[CH:4]=[CH:5][C:6](=O)[CH3:7].[CH2:13]([O:15][C:16](=[O:21])[CH2:17][C:18](=[NH:20])[NH2:19])[CH3:14].C(O)(C)C>C(O)C>[CH2:13]([O:15][C:16]([C:17]1[CH:4]([C:3]2[CH:9]=[CH:10][CH:11]=[CH:12][C:2]=2[CH3:1])[CH:5]=[C:6]([CH3:7])[NH:20][C:18]=1[NH2:19])=[O:21])[CH3:14]. Reported procedure: Upon heating a solution of 16.0 g of 2-methylbenzylideneacetone and 13.0 of amidinoacetic acid ethyl ester in 150 ml of ethanol for 2 hours, 2-amino-6-methyl-4-(2-methylphenyl)-1,4-dihydropyridine-3-carboxylic acid ethyl ester of melting point 159°C (isopropanol) is obtained. Yield: 61 percent of theory. The reactants are FC1(OC2=C(O1)C=CC(=C2)C2(CC2)C(=O)NC2=CC=C(C(=N2)C=2C(=C(C(=O)[O-])C=CC2)C(C)(C)C)C)F (3-(6-(1-(2,2-difluorobenzo[d][1,3]dioxol-5-yl) cyclopropanecarboxamido)-3-methylpyridin-2-yl)-t-butylbenzoate), O (water), O (Water), Cl (HCl). Solvent: CC#N (MeCN). Reaction conditions: temperature 45 celsius, time 36 hour. Yields the product FC1(OC2=C(O1)C=CC(=C2)C2(CC2)C(=O)NC2=CC=C(C(=N2)C=2C=C(C(=O)O)C=CC2)C)F.Cl (3-(6-(1-(2,2-difluorobenzo[d][1,3]dioxol-5-yl) cyclopropanecarboxamido)-3-methylpyridin-2-yl)benzoic acid•HCl). RXN SMILES: [F:1][C:2]1([F:37])[O:6][C:5]2[CH:7]=[CH:8][C:9]([C:11]3([C:14]([NH:16][C:17]4[N:22]=[C:21]([C:23]5[C:24](C(C)(C)C)=[C:25]([CH:29]=[CH:30][CH:31]=5)[C:26]([O-:28])=[O:27])[C:20]([CH3:36])=[CH:19][CH:18]=4)=[O:15])[CH2:13][CH2:12]3)=[CH:10][C:4]=2[O:3]1.O.[ClH:39]>CC#N>[F:37][C:2]1([F:1])[O:6][C:5]2[CH:7]=[CH:8][C:9]([C:11]3([C:14]([NH:16][C:17]4[N:22]=[C:21]([C:23]5[CH:24]=[C:25]([CH:29]=[CH:30][CH:31]=5)[C:26]([OH:28])=[O:27])[C:20]([CH3:36])=[CH:19][CH:18]=4)=[O:15])[CH2:13][CH2:12]3)=[CH:10][C:4]=2[O:3]1.[ClH:39] |f:4.5|. Procedure: To a slurry of 3-(6-(1-(2,2-difluorobenzo[d][1,3]dioxol-5-yl) cyclopropanecarboxamido)-3-methylpyridin-2-yl)-t-butylbenzoate (1.0 eq) in MeCN (3.0 vol) was added water (0.83 vol) followed by concentrated aqueous HCl (0.83 vol). The mixture was heated to 45±5° C. After stirring for 24 to 48 h, the reaction was complete, and the mixture was allowed to cool to ambient. Water (1.33 vol) was added and the mixture stirred. The solid was collected by filtration, washed with water (2×0.3 vol), and parti...